From a dataset of the Open Reaction Database (ORD), a public repository of structured organic reaction records. describe an organic reaction: reactants, conditions, products, and yield The reactants are C(CC)C1CCC(CC1)=O (4-propylcyclohexanone), [O-]CC.[Na+] (sodium ethoxide), raw material, C(CC)C1=CC=C(C=C1)O (p-n-propylphenol). Reagents/catalysts: [Ni] (Raney nickel). Run in C(C)O (ethanol). Yields the product C(CC)C1CCC(CC1)O (4-n-propylcyclohexanol). RXN SMILES: [CH2:1]([CH:4]1[CH2:9][CH2:8][C:7](=[O:10])[CH2:6][CH2:5]1)[CH2:2][CH3:3].C(C1C=CC(O)=CC=1)CC.[O-]CC.[Na+]>[Ni].C(O)C>[CH2:1]([CH:4]1[CH2:9][CH2:8][CH:7]([OH:10])[CH2:6][CH2:5]1)[CH2:2][CH3:3] |f:2.3|. Reported procedure: In addition, the 4-propylcyclohexanone employed as a raw material in this preparation example was prepared as follows: A commercial p-n-propylphenol was hydrogenated in the presence of ethanol, sodium ethoxide and Raney nickel catalyst, under a hydrogen pressure of 100 atm, at 150° C. to form 4-n-propylcyclohexanol, which was then oxidized with Jones reagent (CrO3 /H2SO4 /H2O) in acetone to obtain 4-n-propylcyclohexanone having a b.p. of 110°~113° C./26 mm Hg. Reactants: C(=O)(C=1NC=CN1)C=1NC=CN1 (Carbonyl diimidazole), C(C(C)C)C1=CC=C(C(=O)O)C=C1 (4-isobutyl benzoic acid), crude residue, [F-].C(CCC)[N+](CCCC)(CCCC)CCCC (tetrabutyl ammonium fluoride), ON=C(N)C1=CC(=CC=C1)CO (N′-hydroxy-3-(hydroxymethyl)benzenecarboximidamide). Run in [Cl-].[Na+].O (brine), CN(C)C=O (DMF), C1CCOC1 (THF), O (water). Run at time 2 hour. The product is C(C(C)C)C1=CC=C(C=C1)C1=NC(=NO1)C=1C=C(C=CC1)CO ({3-[5-(4-isobutylphenyl)-1,2,4-oxadiazol-3-yl]phenyl}methanol). Yield: 28.8%. RXN SMILES: C(C1NC=CN=1)(C1NC=CN=1)=O.[CH2:13]([C:17]1[CH:25]=[CH:24][C:20]([C:21]([OH:23])=O)=[CH:19][CH:18]=1)[CH:14]([CH3:16])[CH3:15].O[N:27]=[C:28]([C:30]1[CH:35]=[CH:34][CH:33]=[C:32]([CH2:36][OH:37])[CH:31]=1)[NH2:29].[F-].C([N+](CCCC)(CCCC)CCCC)CCC>O.C1COCC1.[Cl-].[Na+].O.CN(C=O)C>[CH2:13]([C:17]1[CH:18]=[CH:19][C:20]([C:21]2[O:23][N:29]=[C:28]([C:30]3[CH:31]=[C:32]([CH2:36][OH:37])[CH:33]=[CH:34][CH:35]=3)[N:27]=2)=[CH:24][CH:25]=1)[CH:14]([CH3:15])[CH3:16] |f:3.4,7.8.9|. Reported procedure: Carbonyl diimidazole (421 mg, 2.60 mmol) was added to a solution of 4-isobutyl benzoic acid (386 mg, 2.17 mmol) and DMF (10 mL) and stirred for 2 hours at room temperature. N′-hydroxy-3-(hydroxymethyl)benzenecarboximidamide (360 mg, 2.17 mmol) was added to the reaction mixture and stirred for 18 hours at ambient temperature. The reaction was diluted with water and extracted with ethyl acetate (2×) and the combined organic extracts were washed with 0.25 N sodium hydroxide, water and brine. The or... The reactants are Cl.FC=1C=C(C=CC1)C(CC1=NC2=C(N1)CCCC2)=O (1-(3-Fluorophenyl)-2-(4,5,6,7-tetrahydro-1H-benzimidazol-2-yl)ethanone hydrochloride), C[O-].[Na+] (sodium methylate), C(C#C)(=O)OC (methyl propiolate). Product: FC=1C=C(C(=O)C=2C=CC(N3C2NC2=C3CCCC2)=O)C=CC1 (4-(3-Fluorobenzoyl)-6,7,8,9-tetrahydropyrido [1,2-a]benzimidazol-1(5H)-one). As a reaction SMILES: Cl.[F:2][C:3]1[CH:4]=[C:5]([C:9](=[O:20])[CH2:10][C:11]2[NH:15][C:14]3[CH2:16][CH2:17][CH2:18][CH2:19][C:13]=3[N:12]=2)[CH:6]=[CH:7][CH:8]=1.C[O-].[Na+].[C:24](OC)(=[O:27])[C:25]#[CH:26]>>[F:2][C:3]1[CH:4]=[C:5]([CH:6]=[CH:7][CH:8]=1)[C:9]([C:10]1[CH:26]=[CH:25][C:24](=[O:27])[N:15]2[C:14]3[CH2:16][CH2:17][CH2:18][CH2:19][C:13]=3[NH:12][C:11]=12)=[O:20] |f:0.1,2.3|. Reported procedure: The compound is prepared as described in example 25 with 200 mg (0.51 mmol) of 1-(3-Fluorophenyl)-2-(4,5,6,7-tetrahydro-1H-benzimidazol-2-yl)ethanone hydrochloride (example XXXXVI), 55.2 mg (1.02 mmol) of sodium methylate and 42.9 mg (0.51 mmol) methyl propiolate.